Dataset: the Open Reaction Database (ORD), a public repository of structured organic reaction records. Task: describe an organic reaction: reactants, conditions, products, and yield Starting materials: CCOCCO, Cn1ccnc1Sc1ccc(N)cc1Cl, COc1cc2c(Cl)c(C#N)cnc2cc1F, Cl, c1ccncc1. Reaction SMILES: [CH3:39][CH2:40][O:41][CH2:42][CH2:43][OH:44].[Cl:17][c:18]1[cH:19][c:20]([NH2:31])[cH:21][cH:22][c:23]1[S:24][c:25]1[n:26]([CH3:30])[cH:27][cH:28][n:29]1.[Cl:1][c:2]1[c:3]([C:15]#[N:16])[cH:4][n:5][c:6]2[cH:7][c:8]([F:14])[c:9]([O:12][CH3:13])[cH:10][c:11]12.[ClH:32].[n:33]1[cH:34][cH:35][cH:36][cH:37][cH:38]1>>[c:2]1([NH:31][c:20]2[cH:19][c:18]([Cl:17])[c:23]([S:24][c:25]3[n:26]([CH3:30])[cH:27][cH:28][n:29]3)[cH:22][cH:21]2)[c:3]([C:15]#[N:16])[cH:4][n:5][c:6]2[cH:7][c:8]([F:14])[c:9]([O:12][CH3:13])[cH:10][c:11]12. The product is COc1cc2c(Nc3ccc(Sc4nccn4C)c(Cl)c3)c(C#N)cnc2cc1F. Reactants: C([O-])(O)=O.[Na+] (sodium bicarbonate), FC=1C(=CC2=C(N=C(O2)C)C1)[N+](=O)[O-] (5-Fluoro-2-methyl-6-nitro-benzoxazole), [BH4-].[Na+] (Sodium borohydride), C(C)(=O)O (Acetic acid). Run in O1CCCC1 (Tetrahydrofuran). Conditions: time 90 minute. Yields the product C(C)NC1=C(C=C(C(=C1)F)[N+](=O)[O-])O (2-Ethylamino-4-fluoro-5-nitro-phenol). Yield: 84.4%. As a reaction SMILES: [F:1][C:2]1[C:3]([N+:12]([O-:14])=[O:13])=[CH:4][C:5]2[O:9][C:8]([CH3:10])=[N:7][C:6]=2[CH:11]=1.C(O)(=O)C.[BH4-].[Na+].C(=O)(O)[O-].[Na+]>O1CCCC1>[CH2:8]([NH:7][C:6]1[CH:11]=[C:2]([F:1])[C:3]([N+:12]([O-:14])=[O:13])=[CH:4][C:5]=1[OH:9])[CH3:10] |f:2.3,4.5|. Procedure details: 5-Fluoro-2-methyl-6-nitro-benzoxazole (2.556 g, 13.03 mmol) was dissolved in Tetrahydrofuran (90 mL) and Acetic acid (4.5 mL, 79 mmol). Sodium borohydride (1.48 g, 39.1 mmol) was added and the reaction was stirred at room temperature for 90 min, then poured into 100 mL satd. sodium bicarbonate. The solution was extracted 3×50 mL DCM and the combined organics were washed with 1:1 brine:satd. sodium bicarbonate (50 mL) and dried over sodium sulfate, then conc. onto 10 g Celite. The crude product w... Reactants: OO (hydrogen peroxide), C(C)(C)(C)O (tert-butyl alcohol), OC1CC(N(C(C1)(C)C)O)(C)C (4-hydroxy-1-oxyl-2,2,6,6-tetramethylpiperidine). Solvent: O (water), O (water). Run at temperature 40 celsius, time 8 hour. Yields the product OC1CC(N(C(C1)(C)C)OCC(C)(C)O)(C)C (4-Hydroxy-1-(2-hydroxy-2-methylpropoxy)-2,2,6,6-tetramethylpiperidine). As a reaction SMILES: OO.[OH:3][CH:4]1[CH2:9][C:8]([CH3:11])([CH3:10])[N:7]([OH:12])[C:6]([CH3:14])([CH3:13])[CH2:5]1.[C:15]([OH:19])([CH3:18])([CH3:17])[CH3:16]>O>[OH:3][CH:4]1[CH2:9][C:8]([CH3:10])([CH3:11])[N:7]([O:12][CH2:16][C:15]([OH:19])([CH3:18])[CH3:17])[C:6]([CH3:14])([CH3:13])[CH2:5]1. Procedure details: A solution of 50% aqueous hydrogen peroxide is added at a rate of approximately 100 mmol per hour and, simultaneously, a solution of 17.2 g (100 mmol) of 4-hydroxy-1-oxyl-2,2,6,6-tetramethylpiperidine dissolved in 40-45 mL of water is added at a rate of 35-50mmol per hour to a mixture of metal salt, acid if used, 25 mL of water and 200 mL of tert-butyl alcohol maintained at 35-45° C. The reaction mixture is maintained at 35-45° C. after all reactants are added, and in some cases the reaction mix... Starting materials: CN(C)CCOc1ccc(Nc2nccc(-c3c(-c4cccc(NC(=O)c5c(F)cccc5F)c4)nn4ccccc34)n2)cc1Cl, COCCOc1ccc([N+](=O)[O-])cc1F. Product: COCCOc1ccc(N)cc1F. RXN SMILES: [Cl:1][c:2]1[cH:3][c:4]([NH:5][c:6]2[n:7][c:8](-[c:9]3[c:10](-[c:11]4[cH:12][c:13]([NH:14][C:15](=[O:16])[c:17]5[c:18]([F:19])[cH:20][cH:21][cH:22][c:23]5[F:24])[cH:25][cH:26][cH:27]4)[n:28][n:29]4[cH:30][cH:31][cH:32][cH:33][c:34]34)[cH:35][cH:36][n:37]2)[cH:38][cH:39][c:40]1[O:41][CH2:42][CH2:43][N:44]([CH3:45])[CH3:46].[F:47][c:48]1[c:49]([O:57][CH2:58][CH2:59][O:60][CH3:61])[cH:50][cH:51][c:52]([N+:54]([O-:55])=[O:56])[cH:53]1>>[F:47][c:48]1[c:49]([O:57][CH2:58][CH2:59][O:60][CH3:61])[cH:50][cH:51][c:52]([NH2:54])[cH:53]1.